This data is from the Open Reaction Database (ORD), a public repository of structured organic reaction records. The task is: describe an organic reaction: reactants, conditions, products, and yield Reactants: Cl.N1N=CC2=C1C=CC=N2 (pyrazolopyridine hydrochloride), C(C)OCC (diethyl ether), CN(C=O)C (dimethyl formamide), C([O-])([O-])=O.[K+].[K+] (potassium carbonate), ClC1=NC=C(C=C1Cl)C(F)(F)F (2,3-dichloro-5-trifluoromethylpyridine). Reaction conditions: temperature 85 celsius. Product: ClC=1C(=NC=C(C1)C(F)(F)F)N1N=CC=2C(=NC=CC21)CO (1-[3-chloro-5-trifluoromethyl-2-pyridyl]-4-hydroxymethyl pyrazolo [4,3-c]pyridine). Reaction SMILES: Cl.[NH:2]1[C:6]2[CH:7]=[CH:8]C=N[C:5]=2[CH:4]=[N:3]1.[C:11](=[O:14])([O-])[O-].[K+].[K+].Cl[C:18]1[C:23]([Cl:24])=[CH:22][C:21]([C:25]([F:28])([F:27])[F:26])=[CH:20][N:19]=1.C(OCC)C.[CH3:34][N:35](C)C=O>>[Cl:24][C:23]1[C:18]([N:2]2[C:6]3[CH:7]=[CH:8][N:35]=[C:34]([CH2:11][OH:14])[C:5]=3[CH:4]=[N:3]2)=[N:19][CH:20]=[C:21]([C:25]([F:28])([F:27])[F:26])[CH:22]=1 |f:0.1,2.3.4|. Procedure details: Two grams of the above described pyrazolopyridine hydrochloride, 5.0 g potassium carbonate and 5.0 g 2,3-dichloro-5-trifluoromethylpyridine in 20 mL dimethyl formamide was heated to 85° C. for 2 hours. The solution was cooled and diethyl ether was added. Then the solution was washed with saturated NaCl, dried, reduced under vacuum, and purified by column chromatography. Yield was 0.6 g of the title compound as a solid (Compound 27). Yields the product Cc1cc2c(Cl)ccnc2[nH]1. Starting materials: O=C([O-])[O-], CO, Cc1cc2c(Cl)ccnc2n1S(=O)(=O)c1ccccc1, [K+], [K+], O. RXN SMILES: [C:21](=[O:22])([O-:23])[O-:24].[CH3:27][OH:28].[Cl:1][c:2]1[c:3]2[c:4]([n:5][cH:6][cH:7]1)[n:8]([S:12]([c:13]1[cH:14][cH:15][cH:16][cH:17][cH:18]1)(=[O:19])=[O:20])[c:9]([CH3:11])[cH:10]2.[K+:25].[K+:26].[OH2:29]>>[Cl:1][c:2]1[c:3]2[c:4]([n:5][cH:6][cH:7]1)[nH:8][c:9]([CH3:11])[cH:10]2. Starting materials: Cl (hydrochloric acid), C1(=CC=CC2=CC=CC=C12)C(CC(C)=O)=O (1-(1-naphthalenyl)-1,3-butanedione), C(C(=O)OCC)(=O)OCC (diethyl oxalate), [H-].[Na+] (sodium hydride). Run in O (water), COCCOC (1,2-dimethoxyethane), COCCOC (1,2-dimethoxyethane). The product is C1(=CC=CC2=CC=CC=C12)C(CC(CC(C(=O)OCC)=O)=O)=O (ethyl 6-(1-naphthalenyl)-2,4,6-trioxohexanoate). As a reaction SMILES: [C:1]1([C:11](=[O:16])[CH2:12][C:13](=[O:15])[CH3:14])[C:10]2[C:5](=[CH:6][CH:7]=[CH:8][CH:9]=2)[CH:4]=[CH:3][CH:2]=1.[C:17](OCC)(=[O:23])[C:18]([O:20][CH2:21][CH3:22])=[O:19].[H-].[Na+].Cl>COCCOC.O>[C:1]1([C:11](=[O:16])[CH2:12][C:13](=[O:15])[CH2:14][C:17](=[O:23])[C:18]([O:20][CH2:21][CH3:22])=[O:19])[C:10]2[C:5](=[CH:6][CH:7]=[CH:8][CH:9]=2)[CH:4]=[CH:3][CH:2]=1 |f:2.3|. Procedure details: A solution of 1-(1-naphthalenyl)-1,3-butanedione (5.3 g) and diethyl oxalate (6.75 ml) in 1,2-dimethoxyethane (10 ml) was added dropwise to a stirred suspension of sodium hydride (3.6 g, 50% dispersion in mineral oil, washed with petrol 40°-60° C.) in 1,2-dimethoxyethane (40 ml) under nitrogen. The stirred mixture was heated under reflux for 5 minutes, cooled, acidified with 2M hydrochloric acid (50 ml), diluted with water (50 ml) and filtered. The filtrate was extracted with ethyl acetate and t... The reactants are O=C([O-])[O-], CN(C)C=O, [Cl-], CC#CCOc1cc(Cl)ncn1, Oc1cc(F)ccc1F, [K+], [K+], [NH4+]. Product: CC#CCOc1cc(Oc2cc(F)ccc2F)ncn1. Reaction SMILES: [C:13](=[O:14])([O-:15])[O-:16].[CH3:30][N:31]([CH3:32])[CH:33]=[O:34].[Cl-:28].[Cl:1][c:2]1[n:3][cH:4][n:5][c:6]([O:8][CH2:9][C:10]#[C:11][CH3:12])[cH:7]1.[F:19][c:20]1[c:21]([OH:27])[cH:22][c:23]([F:26])[cH:24][cH:25]1.[K+:17].[K+:18].[NH4+:29]>>[c:2]1([O:27][c:21]2[c:20]([F:19])[cH:25][cH:24][c:23]([F:26])[cH:22]2)[n:3][cH:4][n:5][c:6]([O:8][CH2:9][C:10]#[C:11][CH3:12])[cH:7]1. The reactants are ClC1=NC=CC(=N1)C=1C=C(CNCCC=2C=NC=CC2)C=CC1 (N-(3-(2-chloropyrimidin-4-yl)benzyl)-2-(pyridine-3-yl)ethanamine), NCCC1=CC(=C(C=C1)O)Cl (4-(2-aminoethyl)2-chlorophenol), 460. Product: ClC1=C(C=CC(=C1)CCNC1=NC=CC(=N1)C1=CC(=CC=C1)CNCCC=1C=NC=CC1)O (2-chloro-4-(2-(4-(3-((2(pyridine-3-yl)ethylamino)methyl)phenyl)pyrimidin-2-ylamino)ethyl)phenol). Reaction SMILES: Cl[C:2]1[N:7]=[C:6]([C:8]2[CH:9]=[C:10]([CH:21]=[CH:22][CH:23]=2)[CH2:11][NH:12][CH2:13][CH2:14][C:15]2[CH:16]=[N:17][CH:18]=[CH:19][CH:20]=2)[CH:5]=[CH:4][N:3]=1.[NH2:24][CH2:25][CH2:26][C:27]1[CH:32]=[CH:31][C:30]([OH:33])=[C:29]([Cl:34])[CH:28]=1>>[Cl:34][C:29]1[CH:28]=[C:27]([CH2:26][CH2:25][NH:24][C:2]2[N:7]=[C:6]([C:8]3[CH:23]=[CH:22][CH:21]=[C:10]([CH2:11][NH:12][CH2:13][CH2:14][C:15]4[CH:16]=[N:17][CH:18]=[CH:19][CH:20]=4)[CH:9]=3)[CH:5]=[CH:4][N:3]=2)[CH:32]=[CH:31][C:30]=1[OH:33]. Procedure: Intermediate 172 from above was coupled with 4-(2-aminoethyl)2-chlorophenol following procedure F. LC-MS showed the product had the expected M+H+ of 460 1H NMR (Varian 300 MHz, MeOD-d6, shifts relative to the solvent peak at 3.31 ppm) δ 8.50-8.43 (m, 2H) 8.29 (d, 1H) 8.21 (s, 1H), 8.1 (d, 1H), 7.7 (d, 1H) 7.63-7.55 (m, 2H), 7.42-7.38 (m, 1H), 7.19 (d, 1H) 7.09 (d, 1H), 6.99 (d, 1H), 6.8 (d, 1H), 4.2 (s, 2H), 3.6 (t, 2H), 3.3 (t, 2H), 3.0 (t, 2H), 2.8 (t, 2H).